Dataset: the Open Reaction Database (ORD), a public repository of structured organic reaction records. Task: describe an organic reaction: reactants, conditions, products, and yield Starting materials: Cc1[nH]c(C=O)c(C)c1CCCN(C)C, COc1ccccc1-c1ccc2c(c1)NC(=O)C2. Product: COc1ccccc1-c1ccc2c(c1)NC(=O)C2=Cc1[nH]c(C)c(CCCN(C)C)c1C. RXN SMILES: [CH3:19][N:20]([CH2:21][CH2:22][CH2:23][c:24]1[c:25]([CH3:32])[c:26]([CH:30]=[O:31])[nH:27][c:28]1[CH3:29])[CH3:33].[CH3:1][O:2][c:3]1[c:4](-[c:9]2[cH:10][cH:11][c:12]3[c:16]([cH:17]2)[NH:15][C:14](=[O:18])[CH2:13]3)[cH:5][cH:6][cH:7][cH:8]1>>[CH3:1][O:2][c:3]1[c:4](-[c:9]2[cH:10][cH:11][c:12]3[c:16]([cH:17]2)[NH:15][C:14](=[O:18])[C:13]3=[CH:30][c:26]2[c:25]([CH3:32])[c:24]([CH2:23][CH2:22][CH2:21][N:20]([CH3:19])[CH3:33])[c:28]([CH3:29])[nH:27]2)[cH:5][cH:6][cH:7][cH:8]1. Starting materials: C(C)(=O)NC1=CC=C(C=C1)C1=NC(=CC(=C1)C1=CC=C(C=C1)C)C1=CC=CC=C1 (2-(4-acetamidophenyl)-4-(4-methylphenyl)-6-phenylpyridine). The solvent is N1=CC=CC=C1 (pyridine). Product: NC1=CC=C(C=C1)C1=NC(=CC(=C1)C1=CC=C(C=C1)C)C1=CC=CC=C1 (2-(4-aminophenyl)-4-(4-methylphenyl)-6-phenylpyridine). As a reaction SMILES: C([NH:4][C:5]1[CH:10]=[CH:9][C:8]([C:11]2[CH:16]=[C:15]([C:17]3[CH:22]=[CH:21][C:20]([CH3:23])=[CH:19][CH:18]=3)[CH:14]=[C:13]([C:24]3[CH:29]=[CH:28][CH:27]=[CH:26][CH:25]=3)[N:12]=2)=[CH:7][CH:6]=1)(=O)C>N1C=CC=CC=1>[NH2:4][C:5]1[CH:10]=[CH:9][C:8]([C:11]2[CH:16]=[C:15]([C:17]3[CH:22]=[CH:21][C:20]([CH3:23])=[CH:19][CH:18]=3)[CH:14]=[C:13]([C:24]3[CH:25]=[CH:26][CH:27]=[CH:28][CH:29]=3)[N:12]=2)=[CH:7][CH:6]=1. Procedure details: The following compound was obtained substantially in the same manner as above, using a corresponding pyridine derivative having an acetamide group in place of 2-(4-acetamidophenyl)-4-(4-methylphenyl)-6-phenylpyridine. Reactants: O=C(Cl)c1ccncc1, Cl, [H-], I, [Na+], C1CCOC1, Nc1nc2c(s1)CCCc1ccccc1-2. The product is O=C(Nc1nc2c(s1)CCCc1ccccc1-2)c1ccncc1. Reaction SMILES: [C:20]([c:21]1[cH:22][cH:23][n:24][cH:25][cH:26]1)(=[O:27])[Cl:28].[ClH:19].[H-:1].[IH:3].[Na+:2].[O:29]1[CH2:30][CH2:31][CH2:32][CH2:33]1.[n:4]1[c:5]([NH2:18])[s:6][c:7]2[c:13]1-[c:12]1[c:11]([cH:17][cH:16][cH:15][cH:14]1)[CH2:10][CH2:9][CH2:8]2>>[n:4]1[c:5]([NH:18][C:20]([c:21]2[cH:22][cH:23][n:24][cH:25][cH:26]2)=[O:27])[s:6][c:7]2[c:13]1-[c:12]1[c:11]([cH:17][cH:16][cH:15][cH:14]1)[CH2:10][CH2:9][CH2:8]2. Starting materials: C(C)(=O)NC1=CC(=C(C=C1Cl)C(CCCCCl)=O)OCC1=CC(=CC(=C1)OC)OC (1-[4-acetylamino-5-chloro-2-(3,5-dimethoxybenzyloxy)phenyl]-5-chloropentan-1-one), N1CCCCC1 (piperidine), OC1CCNCC1 (4-hydroxypiperidine). Product: Cl.NC1=CC(=C(C=C1Cl)C(CCCCN1CCC(CC1)O)=O)OCC1=CC(=CC(=C1)OC)OC (1-[4-amino-5-chloro-2-(3,5-dimethoxybenzyloxy)-phenyl]-5-(4-hydroxypiperidin-1-yl)pentan-1-one hydrochloride). As a reaction SMILES: C([NH:4][C:5]1[C:10]([Cl:11])=[CH:9][C:8]([C:12](=[O:18])[CH2:13][CH2:14][CH2:15][CH2:16]Cl)=[C:7]([O:19][CH2:20][C:21]2[CH:26]=[C:25]([O:27][CH3:28])[CH:24]=[C:23]([O:29][CH3:30])[CH:22]=2)[CH:6]=1)(=O)C.N1CCCCC1.[OH:37][CH:38]1[CH2:43][CH2:42][NH:41][CH2:40][CH2:39]1>>[ClH:11].[NH2:4][C:5]1[C:10]([Cl:11])=[CH:9][C:8]([C:12](=[O:18])[CH2:13][CH2:14][CH2:15][CH2:16][N:41]2[CH2:42][CH2:43][CH:38]([OH:37])[CH2:39][CH2:40]2)=[C:7]([O:19][CH2:20][C:21]2[CH:22]=[C:23]([O:29][CH3:30])[CH:24]=[C:25]([O:27][CH3:28])[CH:26]=2)[CH:6]=1 |f:3.4|. Procedure details: Proceeding as in Example 4, Step (c), but replacing 1-(4-acetylamino-5-chloro-2-methoxyphenyl)-5-chloropentan-1-one with 1-[4-acetylamino-5-chloro-2-(3,5-dimethoxybenzyloxy)phenyl]-5-chloropentan-1-one and piperidine with 4-hydroxypiperidine, gave 1-[4-amino-5-chloro-2-(3,5-dimethoxybenzyloxy)-phenyl]-5-(4-hydroxypiperidin-1-yl)pentan-1-one hydrochloride, m.p. 220-222° C. The reactants are Cl.Cl.Cl.Cl.Cl.CN1CCN(CC1)C1=NC(=NC(=C1)N1CC2=CC(=CC=C2CC1C)C1CCNCC1)N (4-(4-methylpiperazin-1-yl)-6-(3-methyl-7-piperidin-4-yl-3,4-dihydroisoquinolin-2(1H)-yl)pyrimidin-2-amine tetrahydrochloride HCl salt), CS(=O)(=O)Cl (methanesulfonyl chloride). Product: CC1N(CC2=CC(=CC=C2C1)C1CCN(CC1)S(=O)(=O)C)C1=NC(=NC(=C1)N1CCN(CC1)C)N (4-[3-Methyl-7-[1-(methylsulfonyl)piperidin-4-yl]-3,4-dihydroisoquinolin-2(1 H)-yl]-6-(4-methylpiperazin-1-yl)pyrimidin-2-amine). Reaction SMILES: Cl.Cl.Cl.Cl.Cl.[CH3:6][N:7]1[CH2:12][CH2:11][N:10]([C:13]2[CH:18]=[C:17]([N:19]3[CH:28]([CH3:29])[CH2:27][C:26]4[C:21](=[CH:22][C:23]([CH:30]5[CH2:35][CH2:34][NH:33][CH2:32][CH2:31]5)=[CH:24][CH:25]=4)[CH2:20]3)[N:16]=[C:15]([NH2:36])[N:14]=2)[CH2:9][CH2:8]1.[CH3:37][S:38](Cl)(=[O:40])=[O:39]>>[CH3:29][CH:28]1[CH2:27][C:26]2[C:21](=[CH:22][C:23]([CH:30]3[CH2:31][CH2:32][N:33]([S:38]([CH3:37])(=[O:40])=[O:39])[CH2:34][CH2:35]3)=[CH:24][CH:25]=2)[CH2:20][N:19]1[C:17]1[CH:18]=[C:13]([N:10]2[CH2:11][CH2:12][N:7]([CH3:6])[CH2:8][CH2:9]2)[N:14]=[C:15]([NH2:36])[N:16]=1 |f:0.1.2.3.4.5|. Procedure details: This compound was prepared by using procedures analogous to those described for the synthesis of Example 144 starting from 4-(4-methylpiperazin-1-yl)-6-(3-methyl-7-piperidin-4-yl-3,4-dihydroisoquinolin-2(1H)-yl)pyrimidin-2-amine tetrahydrochloride HCl salt (Example 144, Step 3) and methanesulfonyl chloride. LCMS (M+H)+: m/z=500.3. Starting materials: C1CCOC1, C[Si](C)(C)C(F)(F)F, CCCC[N+](CCCC)(CCCC)CCCC, CCOC(C)=O, Cl, [F-], O=Cc1c(I)ccnc1F, [Na+], [OH-], O. Yields the product OC(c1c(I)ccnc1F)C(F)(F)F. RXN SMILES: [CH2:40]1[O:41][CH2:42][CH2:43][CH2:44]1.[CH3:11][Si:12]([C:13]([F:14])([F:15])[F:16])([CH3:17])[CH3:18].[CH3:20][CH2:21][CH2:22][CH2:23][N+:24]([CH2:25][CH2:26][CH2:27][CH3:28])([CH2:29][CH2:30][CH2:31][CH3:32])[CH2:33][CH2:34][CH2:35][CH3:36].[CH3:46][CH2:47][O:48][C:49]([CH3:50])=[O:51].[ClH:37].[F-:19].[F:1][c:2]1[n:3][cH:4][cH:5][c:6]([I:10])[c:7]1[CH:8]=[O:9].[Na+:39].[OH-:38].[OH2:45]>>[F:1][c:2]1[n:3][cH:4][cH:5][c:6]([I:10])[c:7]1[CH:8]([OH:9])[C:13]([F:14])([F:15])[F:16].